This data is from the Open Reaction Database (ORD), a public repository of structured organic reaction records. The task is: describe an organic reaction: reactants, conditions, products, and yield Starting materials: ClCCl, CC(C)(C)OC(=O)N1CCC(Oc2ccc3c(c2)NC(=O)CC3)CC1, O=C(O)C(F)(F)F. Product: O=C1CCc2ccc(OC3CCNCC3)cc2N1. Reaction SMILES: [Cl:33][CH2:34][Cl:35].[O:1]=[C:2]1[NH:3][c:4]2[cH:5][c:6]([O:12][CH:13]3[CH2:14][CH2:15][N:16]([C:19]([O:20][C:21]([CH3:22])([CH3:23])[CH3:24])=[O:25])[CH2:17][CH2:18]3)[cH:7][cH:8][c:9]2[CH2:10][CH2:11]1.[OH:26][C:27]([C:28]([F:29])([F:30])[F:31])=[O:32]>>[O:1]=[C:2]1[NH:3][c:4]2[cH:5][c:6]([O:12][CH:13]3[CH2:14][CH2:15][NH:16][CH2:17][CH2:18]3)[cH:7][cH:8][c:9]2[CH2:10][CH2:11]1. Starting materials: OC1=CC=C(CCO)C=C1 (4-Hydroxyphenethyl alcohol), CC(C)([O-])C.[K+] (Potassium tert-butoxide), ClCC1CC1 ((Chloromethyl)cyclopropane). The solvent is CS(=O)C (DMSO), CS(=O)C (DMSO). Conditions: temperature 50 celsius, time 30 minute. Yields the product C1C(C1)COCCC1=CC=C(C=C1)O (4-[(2-Cyclopropylmethoxy)-ethyl]-phenol). Reaction SMILES: [OH:1][C:2]1[CH:10]=[CH:9][C:5]([CH2:6][CH2:7][OH:8])=[CH:4][CH:3]=1.[CH3:11][C:12]([CH3:15])([O-])[CH3:13].[K+].ClCC1CC1>CS(C)=O>[CH2:11]1[CH2:13][CH:12]1[CH2:15][O:8][CH2:7][CH2:6][C:5]1[CH:9]=[CH:10][C:2]([OH:1])=[CH:3][CH:4]=1 |f:1.2|. Procedure details: A reaction flask was charged with 4-Hydroxyphenethyl alcohol (1) (100 g, 0.72 mol), Potassium tert-butoxide (243 g, 2.17 mol), and 500 mL of DMSO. The mixture was stirred under nitrogen at 50° C. for 30 minutes. A solution of (Chloromethyl)cyclopropane (100 g, 1.10 mol) in 500 mL of DMSO was added dropwise to the reaction mixture. The mixture was then stirred at 50° C. for one hour and then cooled to room temperature. Starting materials: CC(C)(C)c1ccc(N)cc1, O=C1CCC(=O)N1Br, CN(C)C=O, O. Yields the product CC(C)(C)c1ccc(N)c(Br)c1. RXN SMILES: [C:1]([CH3:2])([CH3:3])([CH3:4])[c:5]1[cH:6][cH:7][c:8]([NH2:11])[cH:9][cH:10]1.[O:12]=[C:13]1[N:14]([Br:19])[C:15](=[O:16])[CH2:17][CH2:18]1.[O:20]=[CH:21][N:22]([CH3:23])[CH3:24].[OH2:25]>>[C:1]([CH3:2])([CH3:3])([CH3:4])[c:5]1[cH:6][cH:7][c:8]([NH2:11])[c:9]([Br:19])[cH:10]1. The reactants are O.[OH-].[Li+] (Lithium hydroxide hydrate), NC1=C(C(=NC(=C1Cl)C1=CC2=C(SC=C2)C=C1)C(=O)OC)Cl (methyl 4-amino-6-(benzo[b]thiophen-5-yl)-3,5-dichloropicolinate), O (H2O), O1CCCC1 (tetrahydrofuran). Run in CO (methanol). The product is NC1=C(C(=NC(=C1Cl)C1=CC2=C(SC=C2)C=C1)C(=O)O)Cl (4-Amino-6-(benzo[b]thiophen-5-yl)-3,5-dichloropicolinic acid). As a reaction SMILES: [NH2:1][C:2]1[C:7]([Cl:8])=[C:6]([C:9]2[CH:17]=[CH:16][C:12]3[S:13][CH:14]=[CH:15][C:11]=3[CH:10]=2)[N:5]=[C:4]([C:18]([O:20]C)=[O:19])[C:3]=1[Cl:22].O1CCCC1.O.O.[OH-].[Li+]>CO>[NH2:1][C:2]1[C:7]([Cl:8])=[C:6]([C:9]2[CH:17]=[CH:16][C:12]3[S:13][CH:14]=[CH:15][C:11]=3[CH:10]=2)[N:5]=[C:4]([C:18]([OH:20])=[O:19])[C:3]=1[Cl:22] |f:3.4.5|. Reported procedure: In a 100 mL round bottom flask, methyl 4-amino-6-(benzo[b]thiophen-5-yl)-3,5-dichloropicolinate (210 mg, 0.595 mmol) was dissolved in methanol (2.3 mL), tetrahydrofuran (2.3 mL), and H2O (1.2 mL). Lithium hydroxide hydrate (74.8 mg, 1.784 mmol) was added as a solid. The reaction was stirred at room temperature until complete. The reaction mixture was concentrated to dryness. The resulting residue was dissolved in H2O (2.0 mL) and 1 N HCl was used to adjust the pH to 3.0, causing a precipitate to...